Dataset: the Open Reaction Database (ORD), a public repository of structured organic reaction records. Task: describe an organic reaction: reactants, conditions, products, and yield Reactants: N(=[N+]=[N-])C(C(C(=O)OC)OC1=NC(=CC(=N1)OC)OC)(C)C1=CC=CC=C1 (methyl 3-azido-3-phenyl-2-(4,6-dimethoxypyrimidin-2-yl)oxybutyrate), [OH-].[Na+] (sodium hydroxide). The solvent is CO.C1CCOC1 (methanol THF). Conditions: temperature 50 celsius, time 12 hour. Yields the product N(=[N+]=[N-])C(C(C(=O)O)OC1=NC(=CC(=N1)OC)OC)(C)C1=CC=CC=C1 (3-Azido-3-phenyl-2-(4,6-dimethoxypyrimidin-2-yl)oxybutyric acid). Reaction SMILES: [N:1]([C:4]([C:22]1[CH:27]=[CH:26][CH:25]=[CH:24][CH:23]=1)([CH3:21])[CH:5]([O:10][C:11]1[N:16]=[C:15]([O:17][CH3:18])[CH:14]=[C:13]([O:19][CH3:20])[N:12]=1)[C:6]([O:8]C)=[O:7])=[N+:2]=[N-:3].[OH-].[Na+]>CO.C1COCC1>[N:1]([C:4]([C:22]1[CH:23]=[CH:24][CH:25]=[CH:26][CH:27]=1)([CH3:21])[CH:5]([O:10][C:11]1[N:12]=[C:13]([O:19][CH3:20])[CH:14]=[C:15]([O:17][CH3:18])[N:16]=1)[C:6]([OH:8])=[O:7])=[N+:2]=[N-:3] |f:1.2,3.4|. Procedure details: 4.1 g (11 mmol) of methyl 3-azido-3-phenyl-2-(4,6-dimethoxypyrimidin-2-yl)oxybutyrate (Ex. 2) are dissolved in 100 ml of methanol/THF (1:1) and treated with 13.2 g (33 mmol) of 10% strength sodium hydroxide solution. The mixture is stirred for 6 hours at 50° C. and for 12 hours at room temperature and concentrated on a rotary evaporator. The residue is taken up in 100 ml of water and acidified to pH 2 using 10% strength hydrochloric acid. The resulting precipitate is filtered off with suction, w... Reactants: CC(C)C[AlH]CC(C)C (DiBAL), FC(C1=C(C=C(C=C1)C(F)(F)F)C(C(=O)OC)CCC)(F)F (methyl 2-[2,5-bis(trifluoromethyl)phenyl]pentanoate), C(=O)([O-])C(O)C(O)C(=O)[O-].[K+].[Na+] (Sodium potassium tartrate). The solvent is C1CCOC1 (THF). Conditions: time 45 minute. The product is FC(C1=C(C=C(C=C1)C(F)(F)F)C(CO)CCC)(F)F ((±)-2-[2,5-Bis(trifluoromethyl)phenyl]pentan-1-ol). Reaction SMILES: CC(C[AlH]CC(C)C)C.[F:10][C:11]([F:31])([F:30])[C:12]1[CH:17]=[CH:16][C:15]([C:18]([F:21])([F:20])[F:19])=[CH:14][C:13]=1[CH:22]([CH2:27][CH2:28][CH3:29])[C:23](OC)=[O:24].C(C(C(C([O-])=O)O)O)([O-])=O.[K+].[Na+]>C1COCC1>[F:10][C:11]([F:30])([F:31])[C:12]1[CH:17]=[CH:16][C:15]([C:18]([F:19])([F:20])[F:21])=[CH:14][C:13]=1[CH:22]([CH2:27][CH2:28][CH3:29])[CH2:23][OH:24] |f:2.3.4|. Procedure details: DiBAL (7.62 ml, 1M in DCM, 7.62 mmol) was added to a solution of methyl 2-[2,5-bis(trifluoromethyl)phenyl]pentanoate (1 g, 3.05 mmol) in THF at −30° C. The mixture was stirred for 45 min. Sodium potassium tartrate (100 ml, satd. aq. solution) was added and the mixture was stirred at room temperature for 30 min then extracted into EtOAc. The combined organic phases were washed with brine, then dried (MgSO4) and concentrated in vacuo to give the product as a colourless oil. This was purified by ch... Reactants: [I-], [K+], O=N[O-], Nc1ccc(Cl)c(C(=O)NCC23CC4CC(CC(C4)C2)C3)c1, [Na+], C1CCOC1, O, O=S(=O)(O)O. Product: O=C(NCC12CC3CC(CC(C3)C1)C2)c1cc(I)ccc1Cl. Reaction SMILES: [I-:33].[K+:32].[N:28]([O-:29])=[O:30].[NH2:1][c:2]1[cH:3][cH:4][c:5]([Cl:22])[c:6]([C:7](=[O:8])[NH:9][CH2:10][C:11]23[CH2:12][CH:13]4[CH2:14][CH:15]([CH2:16][CH:17]([CH2:18]2)[CH2:19]4)[CH2:20]3)[cH:21]1.[Na+:31].[O:34]1[CH2:35][CH2:36][CH2:37][CH2:38]1.[OH2:39].[S:23](=[O:24])(=[O:25])([OH:26])[OH:27]>>[c:2]1([I:33])[cH:3][cH:4][c:5]([Cl:22])[c:6]([C:7](=[O:8])[NH:9][CH2:10][C:11]23[CH2:12][CH:13]4[CH2:14][CH:15]([CH2:16][CH:17]([CH2:18]2)[CH2:19]4)[CH2:20]3)[cH:21]1. Reaction SMILES: [CH2:1]([C@@:4]1([CH3:31])[CH2:9][C@H:8]([C:10]2[CH:15]=[CH:14][CH:13]=[C:12]([Cl:16])[CH:11]=2)[C@@H:7]([C:17]2[CH:22]=[CH:21][C:20]([Cl:23])=[CH:19][CH:18]=2)[N:6]([C@@H:24]([CH2:28][CH3:29])[C:25](=[O:27])[CH3:26])[C:5]1=[O:30])[CH:2]=[CH2:3].C[Si](C)(C)[C:34]([F:37])([F:36])[F:35].[F-].C([N+](CCCC)(CCCC)CCCC)CCC>C1COCC1>[CH2:1]([C@@:4]1([CH3:31])[CH2:9][C@H:8]([C:10]2[CH:15]=[CH:14][CH:13]=[C:12]([Cl:16])[CH:11]=2)[C@@H:7]([C:17]2[CH:18]=[CH:19][C:20]([Cl:23])=[CH:21][CH:22]=2)[N:6]([C@@H:24]([CH2:28][CH3:29])[C:25]([OH:27])([CH3:26])[C:34]([F:37])([F:36])[F:35])[C:5]1=[O:30])[CH:2]=[CH2:3] |f:2.3|. Reported procedure: A solution of (3S,5R,6S)-3-allyl-5-(3-chlorophenyl)-6-(4-chlorophenyl)-3-methyl-1-((S)-2-oxopentan-3-yl)piperidin-2-one (30 mg, 0.065 mmo; Example 149, Step B) and trimethyl(trifluoromethyl)silane (48.5 μL, 0.327 mmol) in THF (0.5 mL) was treated with 1 M tetrabutylammonium fluoride solution in THF (196 μL, 0.196 mmol) at 0° C. After being stirred for 2 h, the reaction mixture was extracted with EtOAc. The combined organic layers were washed with water and saturated NaCl solution, dried over Na2... Starting materials: C(C=C)[C@@]1(C(N([C@@H]([C@H](C1)C1=CC(=CC=C1)Cl)C1=CC=C(C=C1)Cl)[C@H](C(C)=O)CC)=O)C ((3S,5R,6S)-3-allyl-5-(3-chlorophenyl)-6-(4-chlorophenyl)-3-methyl-1-((S)-2-oxopentan-3-yl)piperidin-2-one), C[Si](C(F)(F)F)(C)C (trimethyl(trifluoromethyl)silane), [F-].C(CCC)[N+](CCCC)(CCCC)CCCC (tetrabutylammonium fluoride). Solvent: C1CCOC1 (THF), C1CCOC1 (THF). The product is C(C=C)[C@@]1(C(N([C@@H]([C@H](C1)C1=CC(=CC=C1)Cl)C1=CC=C(C=C1)Cl)[C@H](C(C(F)(F)F)(C)O)CC)=O)C ((3S,5R,6S)-3-Allyl-5-(3-chlorophenyl)-6-(4-chlorophenyl)-3-methyl-1-((3S)-1,1,1-trifluoro-2-hydroxy-2-methylpentan-3-yl)piperidin-2-one). Run at time 2 hour. Reactants: ClCC(CC(=O)OCC)=O (ethyl 4-chloroacetoacetate), C(C)(=O)O (acetic acid), C1(=CC=CC=C1)C (toluene), C(CCC)N (n-butylamine). Solvent: C(C)O (ethanol). Run at time 8 hour. Yields the product ClCC(=CCC(=O)OCC)NCCCC (ethyl 4-chloro-3-(n-butylamino)but-2-enecarboxylate). The yield is 94.0%. RXN SMILES: [Cl:1][CH2:2][C:3](=O)[CH2:4]C(OCC)=O.[C:11]([OH:14])(=[O:13])[CH3:12].[CH2:15]([NH2:19])[CH2:16][CH2:17][CH3:18].[C:20]1(C)C=CC=C[CH:21]=1>C(O)C>[Cl:1][CH2:2][C:3]([NH:19][CH2:15][CH2:16][CH2:17][CH3:18])=[CH:4][CH2:12][C:11]([O:14][CH2:20][CH3:21])=[O:13]. Procedure details: To a solution of 100 g of ethyl 4-chloroacetoacetate in 300 ml of toluene and 100 ml of ethanol are added 6.7 ml of acetic acid. At 10° C.-30° C., with cooling, 48.3 g of n-butylamine are added dropwise. Subsequently, the mixture is stirred at room temperature for 8 h and the solvent is removed under reduced pressure at temperatures of down to 35° C. 136.6 g of ethyl 4-chloro-3-(n-butylamino)but-2-enecarboxylate are obtained in a purity of 89% (this corresponds to 94% yield).